This data is from the Open Reaction Database (ORD), a public repository of structured organic reaction records. The task is: describe an organic reaction: reactants, conditions, products, and yield Product: C1CC2=NCCCN2C1 (DBN). Reported procedure: 1 g of tert-butyl (1R,3R,6S)-(7-oxa-bicyclo[4.1.0]hept-3-yl)-carbamate (Example 1 Step E), 1.56 g of triphenylmethanethiol, and 16.4 mL of acetonitrile were charged to a flask. To the mixture obtained 560 μL of DBN was added, and the mixture obtained was heated to 40° C. and stirred for 22.5 h. Upon completion of the reaction (TLC), the mixture obtained was cooled to rt, diluted with EtOAc, and washed with H2O and brine. The organic layer obtained was dried over MgSO4, concentrated in vacuo and ... RXN SMILES: [C@H]12O[C@H:6]1[CH2:5][CH2:4][C@@H:3]([NH:8][C:9](=O)OC(C)(C)C)C2.C1(C(C2C=CC=CC=2)(C2C=CC=CC=2)S)C=CC=CC=1.[C:36](#[N:38])[CH3:37]>>[CH2:4]1[CH2:3][N:8]2[C:6](=[N:38][CH2:36][CH2:37][CH2:9]2)[CH2:5]1. Starting materials: [C@H]12C[C@@H](CC[C@@H]2O1)NC(OC(C)(C)C)=O (tert-butyl (1R,3R,6S)-(7-oxa-bicyclo[4.1.0]hept-3-yl)-carbamate), C1(=CC=CC=C1)C(S)(C1=CC=CC=C1)C1=CC=CC=C1 (triphenylmethanethiol), C(C)#N (acetonitrile). Reactants: C(C)OP(OCC)(=O)CNC1=C(C=CC(=C1)F)[N+](=O)[O-] (N-(2-nitro-5-fluorophenyl)aminomethanephosphonic acid diethyl ester). The reagents and catalysts are [Ni] (Raney nickel). Solvent: C(C)O (ethanol). Conditions: time 2 hour. Product: C(C)OP(OCC)(=O)CNC1=C(C=CC(=C1)F)N (N-(2-amino-5-fluorophenyl)aminomethanephosphonic acid diethyl ester). Isolated yield 92.6%. Reaction SMILES: [CH2:1]([O:3][P:4]([CH2:9][NH:10][C:11]1[CH:16]=[C:15]([F:17])[CH:14]=[CH:13][C:12]=1[N+:18]([O-])=O)(=[O:8])[O:5][CH2:6][CH3:7])[CH3:2]>C(O)C.[Ni]>[CH2:1]([O:3][P:4]([CH2:9][NH:10][C:11]1[CH:16]=[C:15]([F:17])[CH:14]=[CH:13][C:12]=1[NH2:18])(=[O:8])[O:5][CH2:6][CH3:7])[CH3:2]. Procedure details: 790 mg of N-(2-nitro-5-fluorophenyl)aminomethanephosphonic acid diethyl ester is mixed in 50 ml of ethanol with 2.5 g of Raney nickel and hydrogenated for 2 hours at room temperature under normal hydrogen pressure. After suctioning-off from the catalyst, it is concentrated by evaporation. 660 mg of N-(2-amino-5-fluorophenyl)aminomethanephosphonic acid diethyl ester is obtained. Reactants: [H][H] (hydrogen), CN1C(CCC1)CCN1C(CCC2=CC(=CC=C12)[N+](=O)[O-])=O (1-(2-(1-methylpyrrolidin-2-yl)ethyl)-6-nitro-3,4-dihydroquinolin-2(1H)-one), crude product. Reagents/catalysts: [Pd] (palladium on activated carbon). The solvent is C(C)O (ethanol), CO.C(Cl)Cl (MeOH CH2Cl2). The product is NC=1C=C2CCC(N(C2=CC1)CCC1N(CCC1)C)=O (6-amino-1-(2-(1-methylpyrrolidin-2-yl)ethyl)-3,4-dihydroquinolin-2(1H)-one). Isolated yield 73.0%. RXN SMILES: [CH3:1][N:2]1[CH2:6][CH2:5][CH2:4][CH:3]1[CH2:7][CH2:8][N:9]1[C:18]2[C:13](=[CH:14][C:15]([N+:19]([O-])=O)=[CH:16][CH:17]=2)[CH2:12][CH2:11][C:10]1=[O:22].[H][H]>[Pd].C(O)C.CO.C(Cl)Cl>[NH2:19][C:15]1[CH:14]=[C:13]2[C:18](=[CH:17][CH:16]=1)[N:9]([CH2:8][CH2:7][CH:3]1[CH2:4][CH2:5][CH2:6][N:2]1[CH3:1])[C:10](=[O:22])[CH2:11][CH2:12]2 |f:4.5|. Procedure details: A suspension of 1-(2-(1-methylpyrrolidin-2-yl)ethyl)-6-nitro-3,4-dihydroquinolin-2(1H)-one (2.25 g, 7.42 mmol) and palladium on activated carbon (10%, 100 mg, 0.09 mmol) in 50 mL ethanol was stirred under a balloon of hydrogen for 2 days. The suspension was filtered through a pad of celite. The filter pad was rinsed with 50 mL ethanol and the filtrate was concentrated to give a viscous oil. The crude product was subjected to Biotage flash chromatography on silica gel using 0-5% 2M NH3 in MeOH/CH... The reactants are ClC1=CC=C(C=C1)C1(N=C(N(C1C1=CC=C(C=C1)Cl)C(=O)Cl)C1=C(C=C(C=C1)OC)OC(C)C)C (rac-(4S*,5R*)-4,5-bis-(4-chloro-phenyl)-2-(2-isopropoxy-4-methoxy-phenyl)-4-methyl-4,5-dihydro-imidazole-1-carbonyl chloride), Cl.Cl.CS(=O)(=O)CCCN1CCNCC1 (1-(3-methanesulfonyl-propyl)-piperazine dihydrochloride). Yields the product ClC1=CC=C(C=C1)[C@@]1(N=C(N([C@@H]1C1=CC=C(C=C1)Cl)C(=O)N1CCN(CC1)CCCS(=O)(=O)C)C1=C(C=C(C=C1)OC)OC(C)C)C (rac-[(4S*,5R*)-4,5-Bis-(4-chloro-phenyl)-2-(2-isopropoxy-4-methoxy-phenyl)-4-methyl-4,5-dihydro-imidazol-1-yl]-[4-(3-methanesulfonyl-propyl)-piperazin-1-yl]-methanone). RXN SMILES: [Cl:1][C:2]1[CH:7]=[CH:6][C:5]([C:8]2([CH3:35])[CH:12]([C:13]3[CH:18]=[CH:17][C:16]([Cl:19])=[CH:15][CH:14]=3)[N:11]([C:20](Cl)=[O:21])[C:10]([C:23]3[CH:28]=[CH:27][C:26]([O:29][CH3:30])=[CH:25][C:24]=3[O:31][CH:32]([CH3:34])[CH3:33])=[N:9]2)=[CH:4][CH:3]=1.Cl.Cl.[CH3:38][S:39]([CH2:42][CH2:43][CH2:44][N:45]1[CH2:50][CH2:49][NH:48][CH2:47][CH2:46]1)(=[O:41])=[O:40]>>[Cl:1][C:2]1[CH:7]=[CH:6][C:5]([C@@:8]2([CH3:35])[C@@H:12]([C:13]3[CH:18]=[CH:17][C:16]([Cl:19])=[CH:15][CH:14]=3)[N:11]([C:20]([N:48]3[CH2:47][CH2:46][N:45]([CH2:44][CH2:43][CH2:42][S:39]([CH3:38])(=[O:40])=[O:41])[CH2:50][CH2:49]3)=[O:21])[C:10]([C:23]3[CH:28]=[CH:27][C:26]([O:29][CH3:30])=[CH:25][C:24]=3[O:31][CH:32]([CH3:34])[CH3:33])=[N:9]2)=[CH:4][CH:3]=1 |f:1.2.3|. Reported procedure: In a manner analogous to the method described in example 5, rac-(4S*,5R*)-4,5-bis-(4-chloro-phenyl)-2-(2-isopropoxy-4-methoxy-phenyl)-4-methyl-4,5-dihydro-imidazole-1-carbonyl chloride was reacted with 1-(3-methanesulfonyl-propyl)-piperazine dihydrochloride (prepared as described in Fotouhi, N. et al. WO 2005110996) to give the title compound. LC-MS: 701.2 [(M+H)+] Yields the product C(C1=CC=CC=C1)OC=1C=C(C=CC1OCC1=CC=CC=C1)CCCCCCCC(C)=O (9-(3,4-dibenzyloxyphenyl)-2-nonanone). Reactants: C(C1=CC=CC=C1)OC=1C=C(C=CC1OCC1=CC=CC=C1)CCCCCCBr (6-(3,4-dibenzyloxyphenyl)hexyl bromide), C(C)(=O)CC(C)=O (acetylacetone), C([O-])([O-])=O.[K+].[K+] (potassium carbonate), [I-].[Na+] (sodium iodide). Procedure details: A mixture of 0.5 g of 6-(3,4-dibenzyloxyphenyl)hexyl bromide, 0.12 g of acetylacetone, 0.15 g of potassium carbonate, 0.02 g of sodium iodide, and 5 ml of ethanol was refluxed for 20 hours. To the reaction mixture was added 15 ml of water and the product was extracted with 20 ml of ether. The extract was washed with water, dried over anhydrous magnesium sulfate, and concentrated under reduced pressure to provide a sticky product. The product was applied to silica gel (45 ml) column chromatograph... RXN SMILES: [CH2:1]([O:8][C:9]1[CH:10]=[C:11]([CH2:23][CH2:24][CH2:25][CH2:26][CH2:27][CH2:28]Br)[CH:12]=[CH:13][C:14]=1[O:15][CH2:16][C:17]1[CH:22]=[CH:21][CH:20]=[CH:19][CH:18]=1)[C:2]1[CH:7]=[CH:6][CH:5]=[CH:4][CH:3]=1.[C:30]([CH2:33]C(=O)C)(=[O:32])[CH3:31].C(=O)([O-])[O-].[K+].[K+].[I-].[Na+]>O.C(O)C>[CH2:1]([O:8][C:9]1[CH:10]=[C:11]([CH2:23][CH2:24][CH2:25][CH2:26][CH2:27][CH2:28][CH2:31][C:30](=[O:32])[CH3:33])[CH:12]=[CH:13][C:14]=1[O:15][CH2:16][C:17]1[CH:22]=[CH:21][CH:20]=[CH:19][CH:18]=1)[C:2]1[CH:7]=[CH:6][CH:5]=[CH:4][CH:3]=1 |f:2.3.4,5.6|. The yield is 6.9%. The solvent is C(C)O (ethanol), O (water).